From a dataset of the Open Reaction Database (ORD), a public repository of structured organic reaction records. describe an organic reaction: reactants, conditions, products, and yield Reactants: ClC1=CC=C(C=C1)C1=NC=2N(C=C1)N=CC2C#C (5-(4-chloro-phenyl)-3-ethynyl-pyrazolo[1,5-a]pyrimidine), BrC=1C=C(C=NC1)S(=O)(=O)N (5-bromo-pyridine-3-sulfonic acid amide). Yields the product ClC1=CC=C(C=C1)C1=NC=2N(C=C1)N=CC2C#CC=2C=C(C=NC2)S(=O)(=O)N (5-[5-(4-Chloro-phenyl)-pyrazolo[1,5-a]pyrimidin-3-ylethynyl]-pyridine-3-sulfonic acid amide), solid. Isolated yield 58.0%. Reaction SMILES: [Cl:1][C:2]1[CH:7]=[CH:6][C:5]([C:8]2[CH:13]=[CH:12][N:11]3[N:14]=[CH:15][C:16]([C:17]#[CH:18])=[C:10]3[N:9]=2)=[CH:4][CH:3]=1.Br[C:20]1[CH:21]=[C:22]([S:26]([NH2:29])(=[O:28])=[O:27])[CH:23]=[N:24][CH:25]=1>>[Cl:1][C:2]1[CH:3]=[CH:4][C:5]([C:8]2[CH:13]=[CH:12][N:11]3[N:14]=[CH:15][C:16]([C:17]#[C:18][C:20]4[CH:21]=[C:22]([S:26]([NH2:29])(=[O:28])=[O:27])[CH:23]=[N:24][CH:25]=4)=[C:10]3[N:9]=2)=[CH:6][CH:7]=1. Reported procedure: The title compound was prepared from 5-(4-chloro-phenyl)-3-ethynyl-pyrazolo[1,5-a]pyrimidine (example C.6) (63 mg, 0.25 mmol) and 5-bromo-pyridine-3-sulfonic acid amide (59 mg, 0.25 mmol) according to general procedure II. Obtained as a yellow solid (59 mg, 58%). MS (ISP) 410.3 [(M+H)+]; mp 248-249° C.